This data is from the Open Reaction Database (ORD), a public repository of structured organic reaction records. The task is: describe an organic reaction: reactants, conditions, products, and yield The reactants are Cl (hydrochloric acid), C([O-])([O-])=O.[K+].[K+] (potassium carbonate), ice water, C1(CCCCC1)=CC(=O)OCC (ethyl cyclohexylideneacetate), [N+](=O)([O-])C (nitromethane). The solvent is O (water), CS(=O)C (dimethyl sulphoxide). Reaction conditions: time 2.5 hour. Yields the product [N+](=O)([O-])CC1(CCCCC1)CC(=O)OCC (Ethyl 1-nitromethyl-cyclohexaneacetate). Yield: 88.4%. RXN SMILES: C(=O)([O-])[O-].[K+].[K+].[C:7]1(=[CH:13][C:14]([O:16][CH2:17][CH3:18])=[O:15])[CH2:12][CH2:11][CH2:10][CH2:9][CH2:8]1.[N+:19]([CH3:22])([O-:21])=[O:20].Cl>CS(C)=O.O>[N+:19]([CH2:22][C:7]1([CH2:13][C:14]([O:16][CH2:17][CH3:18])=[O:15])[CH2:12][CH2:11][CH2:10][CH2:9][CH2:8]1)([O-:21])=[O:20] |f:0.1.2|. Reported procedure: To a mixture of 64.72 g (0.469 mole) potassium carbonate suspended in 469.5 mL dimethyl sulphoxide is measured in, during the course of 1 to 2 hours at 95° C., a solution of 158 g, (0.939 mole) ethyl cyclohexylideneacetate and 85.94 g (1.408 mole) nitromethane. After completion of the addition, stirring is continued at 95° C. for 2 to 3 hours. Subsequently, with ice-water cooling, the reaction solution is acidified with about 150 mL concentrated hydrochloric acid and diluted with 1.5 L of water....